This data is from the Open Reaction Database (ORD), a public repository of structured organic reaction records. The task is: describe an organic reaction: reactants, conditions, products, and yield Starting materials: ClC1=CC=C(C=C1)C=1N=C(N(C1C1=CC=C(C=C1)OC)CC(=O)OCC)SCC1=NC=CC=C1 (Ethyl 2-[4-(4-chlorophenyl)-5-(4-methoxyphenyl)-2-(2-pyridylmethyl-sulfanyl)-1H-imidazol-1-yl]acetate), [OH-].[Na+] (NaOH). Product: ClC1=CC=C(C=C1)C=1N=C(N(C1C1=CC=C(C=C1)OC)CC(=O)O)SCC1=NC=CC=C1 (2-[4-(4-Chlorophenyl)-5-(4-methoxyphenyl)-2-(2-pyridylmethylsulfanyl) -1H-imidazol-1-yl]acetic acid). As a reaction SMILES: [Cl:1][C:2]1[CH:7]=[CH:6][C:5]([C:8]2[N:9]=[C:10]([S:27][CH2:28][C:29]3[CH:34]=[CH:33][CH:32]=[CH:31][N:30]=3)[N:11]([CH2:21][C:22]([O:24]CC)=[O:23])[C:12]=2[C:13]2[CH:18]=[CH:17][C:16]([O:19][CH3:20])=[CH:15][CH:14]=2)=[CH:4][CH:3]=1.[OH-].[Na+]>>[Cl:1][C:2]1[CH:3]=[CH:4][C:5]([C:8]2[N:9]=[C:10]([S:27][CH2:28][C:29]3[CH:34]=[CH:33][CH:32]=[CH:31][N:30]=3)[N:11]([CH2:21][C:22]([OH:24])=[O:23])[C:12]=2[C:13]2[CH:14]=[CH:15][C:16]([O:19][CH3:20])=[CH:17][CH:18]=2)=[CH:6][CH:7]=1 |f:1.2|. Procedure: Starting substances: 788 mg (1.6 mmol) of Z28 from Example 127; 5 ml (10 mmol) of 2 N NaOH As a reaction SMILES: [O:1]([C:3]1[CH:8]=[CH:7][C:6]([Cl:9])=[CH:5][C:4]=1[NH:10][C:11]([NH:13][C:14]1[CH:22]=[CH:21][CH:20]=[C:19]2[C:15]=1[CH2:16][CH2:17][N:18]2[CH2:23][C:24]1[CH:29]=[CH:28][N:27]=[C:26]2[N:30](C(OC(C)(C)C)=O)[CH:31]=[CH:32][C:25]=12)=[O:12])[CH3:2].Cl>CO>[ClH:9].[O:1]([C:3]1[CH:8]=[CH:7][C:6]([Cl:9])=[CH:5][C:4]=1[NH:10][C:11]([NH:13][C:14]1[CH:22]=[CH:21][CH:20]=[C:19]2[C:15]=1[CH2:16][CH2:17][N:18]2[CH2:23][C:24]1[CH:29]=[CH:28][N:27]=[C:26]2[NH:30][CH:31]=[CH:32][C:25]=12)=[O:12])[CH3:2] |f:3.4|. Reported procedure: 1-(2-Methoxyl-5-chlorophenyl)-3-{1-[1-(t-butyloxycarbonyl)-1H-pyrrolo[2,3-b]pyridin-4-ylmethyl]-2,3-dihydro-1H-indol-4-yl}urea (500 mg, 0.92 mmol) was added to a 25% HCl in methanol solution. The resulting reaction mixture was stirred at rt overnight, then concentrated to afford the product 1-(2-methoxyl-5-chlorophenyl)-3-[1-(1H-pyrrolo[2,3-b]pyridin-4-ylmethyl)-2,3-dihydro-1H-indol-4-yl]urea hydrochloride (412 mg, 93%). Conditions: time 8 hour. Yield: 184.9%. Solvent: CO (methanol). Reactants: O(C)C1=C(C=C(C=C1)Cl)NC(=O)NC1=C2CCN(C2=CC=C1)CC1=C2C(=NC=C1)N(C=C2)C(=O)OC(C)(C)C (1-(2-Methoxyl-5-chlorophenyl)-3-{1-[1-(t-butyloxycarbonyl)-1H-pyrrolo[2,3-b]pyridin-4-ylmethyl]-2,3-dihydro-1H-indol-4-yl}urea), Cl (HCl). Yields the product Cl.O(C)C1=C(C=C(C=C1)Cl)NC(=O)NC1=C2CCN(C2=CC=C1)CC1=C2C(=NC=C1)NC=C2 (1-(2-methoxyl-5-chlorophenyl)-3-[1-(1H-pyrrolo[2,3-b]pyridin-4-ylmethyl)-2,3-dihydro-1H-indol-4-yl]urea hydrochloride). Starting materials: Clc1ccc(C=C(Br)Br)c(Cl)c1, C1CCOC1, [Li]CCCC. The product is C#Cc1ccc(Cl)cc1Cl. As a reaction SMILES: [Br:1][C:2](=[CH:3][c:4]1[c:5]([Cl:11])[cH:6][c:7]([Cl:10])[cH:8][cH:9]1)[Br:12].[CH2:18]1[O:19][CH2:20][CH2:21][CH2:22]1.[Li:13][CH2:14][CH2:15][CH2:16][CH3:17]>>[CH:2]#[C:3][c:4]1[c:5]([Cl:11])[cH:6][c:7]([Cl:10])[cH:8][cH:9]1. The reactants are CN1CCN(CCO)CC1, COc1cc2ncnc(Cl)c2cc1O. Yields the product COc1cc2ncnc(Cl)c2cc1OCCN1CCN(C)CC1. As a reaction SMILES: [CH3:15][N:16]1[CH2:17][CH2:18][N:19]([CH2:22][CH2:23][OH:24])[CH2:20][CH2:21]1.[Cl:1][c:2]1[n:3][cH:4][n:5][c:6]2[cH:7][c:8]([O:13][CH3:14])[c:9]([OH:12])[cH:10][c:11]12>>[Cl:1][c:2]1[n:3][cH:4][n:5][c:6]2[cH:7][c:8]([O:13][CH3:14])[c:9]([O:12][CH2:23][CH2:22][N:19]3[CH2:18][CH2:17][N:16]([CH3:15])[CH2:21][CH2:20]3)[cH:10][c:11]12. Reactants: C(CCCCCCCCCCC)C(C(=O)N)=C (dodecylacrylamide), C=CC1=CC=CC=C1 (styrene), N(=NC(C#N)(C)C)C(C#N)(C)C (azobisisobutyronitrile). Solvent: C(C)(=O)OCC (ethyl acetate). Reaction conditions: temperature 77 celsius, time 20 hour. The product is C(CCCCCCCCCCC)C(C(=O)N)=C.C=CC1=CC=CC=C1 (dodecylacrylamide styrene). As a reaction SMILES: [CH2:1]([C:13](=[CH2:17])[C:14]([NH2:16])=[O:15])[CH2:2][CH2:3][CH2:4][CH2:5][CH2:6][CH2:7][CH2:8][CH2:9][CH2:10][CH2:11][CH3:12].[CH2:18]=[CH:19][C:20]1[CH:25]=[CH:24][CH:23]=[CH:22][CH:21]=1.N(C(C)(C)C#N)=NC(C)(C)C#N>C(OCC)(=O)C>[CH2:1]([C:13](=[CH2:17])[C:14]([NH2:16])=[O:15])[CH2:2][CH2:3][CH2:4][CH2:5][CH2:6][CH2:7][CH2:8][CH2:9][CH2:10][CH2:11][CH3:12].[CH2:18]=[CH:19][C:20]1[CH:25]=[CH:24][CH:23]=[CH:22][CH:21]=1 |f:4.5|. Procedure details: Into a reactor provided with a central stirrer and nitrogen bubbler 293.3 g of dodecylacrylamide, 6.7 g of styrene, 150 g of ethyl acetate and 0.75 g of azobisisobutyronitrile initiator are introduced. The mixture is dissolved with stirring and nitrogen bubbling, and it is then heated to 77° C. The polymerization is carried out at this temperature, with stirring and nitrogen bubbling, for 20 hours. Starting materials: C1CCOC1, CC(C)(C)CCO, C[Si](C)(C)[N-][Si](C)(C)C, N#Cc1ccc(Cl)nc1, [Na+]. The product is CC(C)(C)CCOc1ccc(C#N)cn1. As a reaction SMILES: [CH2:27]1[O:28][CH2:29][CH2:30][CH2:31]1.[CH3:11][C:12]([CH2:13][CH2:14][OH:15])([CH3:16])[CH3:17].[CH3:1][Si:2]([N-:3][Si:4]([CH3:5])([CH3:6])[CH3:7])([CH3:8])[CH3:9].[Cl:18][c:19]1[n:20][cH:21][c:22]([C:23]#[N:24])[cH:25][cH:26]1.[Na+:10]>>[CH3:11][C:12]([CH2:13][CH2:14][O:15][c:19]1[n:20][cH:21][c:22]([C:23]#[N:24])[cH:25][cH:26]1)([CH3:16])[CH3:17]. Reactants: C(=O)[O-].[NH4+] (Ammonium formate), C(C1=CC=CC=C1)N1CCC2=C(CC1)C(=NC(=N2)CC2=C(C=CC=C2)F)Cl (7-benzyl-4-chloro-2-(2-fluorobenzyl)-6,7,8,9-tetrahydro-5H-pyrimido[4,5-d]azepine). The reagents and catalysts are [Pd] (palladium on carbon). The solvent is CO (methanol). Yields the product FC1=C(CC=2N=CC3=C(CCNCC3)N2)C=CC=C1 (2(2-Fluorobenzyl)-6,7,8,9-tetrahydro-5H-pyrimido[4,5-d]azepine). Yield: 11.5%. RXN SMILES: C([O-])=O.[NH4+].C([N:12]1[CH2:18][CH2:17][C:16]2[C:19](Cl)=[N:20][C:21]([CH2:23][C:24]3[CH:29]=[CH:28][CH:27]=[CH:26][C:25]=3[F:30])=[N:22][C:15]=2[CH2:14][CH2:13]1)C1C=CC=CC=1>[Pd].CO>[F:30][C:25]1[CH:26]=[CH:27][CH:28]=[CH:29][C:24]=1[CH2:23][C:21]1[N:20]=[CH:19][C:16]2[CH2:17][CH2:18][NH:12][CH2:13][CH2:14][C:15]=2[N:22]=1 |f:0.1|. Procedure details: Ammonium formate (112 mg, 1.78 mmol) and 10% palladium on carbon (27 mg, 0.27 mmol) was added to a solution of 7-benzyl-4-chloro-2-(2-fluorobenzyl)-6,7,8,9-tetrahydro-5H-pyrimido[4,5-d]azepine the product of Preparation 31, Step B, (136 mg, 0.36 mmol) in methanol (12 ml) and heated to reflux for 5 h. The reaction mixture was filtered through Arbocel, the filtrate concentrated in vacuo and the residue purified by HPLC (Phenomenex column, acetonitrile:water:formic acid gradient) to afford the titl... Starting materials: N1=C(N)N=C(N)N=C1N (melamine), C(C1=CN=CC=C1)(=O)OC(C1=CN=CC=C1)=O (nicotinic acid anhydride). Run in N1=CC=CC=C1 (pyridine). Reaction conditions: time 3 hour. Yields the product C(C1=CN=CC=C1)(=O)NC1=NC(=NC(=N1)N)N (2-nicotinamido-4,6-diamino-s-triazine), C(C1=CN=CC=C1)(=O)NC1=NC(=NC(=N1)NC(C1=CN=CC=C1)=O)N (2,4-bis(nicotinamido)-6-amino-s-triazine). As a reaction SMILES: [N:1]1[C:8]([NH2:9])=[N:7][C:5]([NH2:6])=[N:4][C:2]=1[NH2:3].[C:10](O[C:19](=[O:26])[C:20]1[CH:25]=[CH:24][CH:23]=[N:22][CH:21]=1)(=[O:17])[C:11]1[CH:16]=[CH:15][CH:14]=[N:13][CH:12]=1>N1C=CC=CC=1>[C:10]([NH:3][C:2]1[N:4]=[C:5]([NH2:6])[N:7]=[C:8]([NH2:9])[N:1]=1)(=[O:17])[C:11]1[CH:16]=[CH:15][CH:14]=[N:13][CH:12]=1.[C:10]([NH:3][C:2]1[N:4]=[C:5]([NH:6][C:19](=[O:26])[C:20]2[CH:25]=[CH:24][CH:23]=[N:22][CH:21]=2)[N:7]=[C:8]([NH2:9])[N:1]=1)(=[O:17])[C:11]1[CH:16]=[CH:15][CH:14]=[N:13][CH:12]=1. Procedure details: 4.9 g of melamine and 17 g of nicotinic acid anhydride are refluxed in 300 ml of pyridine with stirring for 3 hours. After cooling, the pyridine is removed by evaporation to dryness under vacuum and the residue is washed with 3% aqueous potassium carbonate and then with water. The residue is fractionated and recrystallized from methanol to yield 2-nicotinamido-4,6-diamino-s-triazine [monomicotinoylmelamine], melting point 252° - 254° C in a yield of 2.4 g and 2,4-bis(nicotinamido)-6-amino-s-tria... The reactants are BrCC=1C(=C(SC1C1=CC=C(C=C1)Cl)C(=O)OCC)C1=CC=C(C=C1)S(N)(=O)=O (Ethyl 4-(bromomethyl)-5-(4-chlorophenyl)-3-(4-sulfamoylphenyl)thiophene-2-carboxylate), BrCC=1C(=C(SC1C1=CC=C(C=C1)Cl)C(=O)OCC)C1=CC=C(C=C1)S(N)(=O)=O (Ethyl 4-(bromomethyl)-5-(4-chlorophenyl)-3-(4-sulfamoylphenyl)thiophene-2-carboxylate), CN(C)C=O (DMF), COC(N(C)C)OC (N, N-Dimethylformamide dimethyl acetal). Solvent: C(C)(=O)OCC (ethyl acetate). Reaction conditions: temperature 25 celsius, time 4 hour. Product: BrCC=1C(=C(SC1C1=CC=C(C=C1)Cl)C(=O)OCC)C1=CC=C(C=C1)S(N=CN(C)C)(=O)=O (Ethyl 4-(bromomethyl)-5-(4-chlorophenyl)-3-(4-(N-((dimethylamino)methylene)sulfamoyl)phenyl)thiophene-2-carboxylate). Isolated yield 73.7%. Reaction SMILES: [Br:1][CH2:2][C:3]1[C:4]([C:20]2[CH:25]=[CH:24][C:23]([S:26](=[O:29])(=[O:28])[NH2:27])=[CH:22][CH:21]=2)=[C:5]([C:15]([O:17][CH2:18][CH3:19])=[O:16])[S:6][C:7]=1[C:8]1[CH:13]=[CH:12][C:11]([Cl:14])=[CH:10][CH:9]=1.[CH3:30][N:31]([CH:33]=O)[CH3:32].COC(OC)N(C)C>C(OCC)(=O)C>[Br:1][CH2:2][C:3]1[C:4]([C:20]2[CH:25]=[CH:24][C:23]([S:26](=[O:28])(=[O:29])[N:27]=[CH:30][N:31]([CH3:33])[CH3:32])=[CH:22][CH:21]=2)=[C:5]([C:15]([O:17][CH2:18][CH3:19])=[O:16])[S:6][C:7]=1[C:8]1[CH:9]=[CH:10][C:11]([Cl:14])=[CH:12][CH:13]=1. Procedure: To a stirred suspension of Ethyl 4-(bromomethyl)-5-(4-chlorophenyl)-3-(4-sulfamoylphenyl)thiophene-2-carboxylate (compound 35a, 2.7 g, 5.24 mmol) in ethyl acetate (30 ml) were added DMF (1.91 g, 2.01 ml, 26.2 mmol) and N, N-Dimethylformamide dimethyl acetal (DMF-acetal) (0.69 g, 0.76 ml, 5.76 mmol) under a nitrogen atmosphere at room temperature (about 25° C.). The reaction mixture was then stirred at room temperature (about 25° C.) for 4 hr. The progress of the reaction was monitored by TLC. Th... Reactants: C1(=CC=C(C=C1)C1=CC=CN2C1=NS(CC2)(=O)=O)C2=CC=CC=C2 (9-biphenyl-4-yl-3,4-dihydropyrido[2,1-c][1,2,4]thiadiazine 2,2-dioxide). Reagents/catalysts: [C].[Pd] (palladium-carbon). Run in C1CCOC1 (THF). Run at time 8 hour. Product: C1(=CC=C(C=C1)C1CCCN2C1=NS(CC2)(=O)=O)C2=CC=CC=C2 (9-biphenyl-4-yl-3,4,6,7,8,9-hexahydropyrido[2,1-c][1,2,4]thiadiazine 2,2-dioxide). Isolated yield 104.8%. Reaction SMILES: [C:1]1([C:19]2[CH:24]=[CH:23][CH:22]=[CH:21][CH:20]=2)[CH:6]=[CH:5][C:4]([C:7]2[C:12]3=[N:13][S:14](=[O:18])(=[O:17])[CH2:15][CH2:16][N:11]3[CH:10]=[CH:9][CH:8]=2)=[CH:3][CH:2]=1>C1COCC1.[C].[Pd]>[C:1]1([C:19]2[CH:24]=[CH:23][CH:22]=[CH:21][CH:20]=2)[CH:2]=[CH:3][C:4]([CH:7]2[C:12]3=[N:13][S:14](=[O:17])(=[O:18])[CH2:15][CH2:16][N:11]3[CH2:10][CH2:9][CH2:8]2)=[CH:5][CH:6]=1 |f:2.3|. Procedure: A mixture of 10% palladium-carbon (50% wet, 12 mg) and 9-biphenyl-4-yl-3,4-dihydropyrido[2,1-c][1,2,4]thiadiazine 2,2-dioxide (115 mg) in THF (50 mL) was stirred under a hydrogen atmosphere overnight. The reaction mixture was filtered, and the filtrate was concentrated to give the title compound (122 mg) as a white solid. The obtained solid was crystallized from acetonitrile, diisopropyl ether and hexane to give a white solid.